Dataset: the Open Reaction Database (ORD), a public repository of structured organic reaction records. Task: describe an organic reaction: reactants, conditions, products, and yield The reactants are C(COCCOCCO)O (triethylene glycol), P(Br)(Br)Br (phosphorous tribromide). Solvent: N1=CC=CC=C1 (pyridine). Conditions: time 8 hour. The product is [Br-].[Br-].C(COCCOCCO)O (Triethylene Glycol Dibromide). As a reaction SMILES: [CH2:1]([OH:10])[CH2:2][O:3][CH2:4][CH2:5][O:6][CH2:7][CH2:8][OH:9].P(Br)(Br)[Br:12]>N1C=CC=CC=1>[Br-:12].[Br-:12].[CH2:1]([OH:10])[CH2:2][O:3][CH2:4][CH2:5][O:6][CH2:7][CH2:8][OH:9] |f:3.4.5|. Procedure details: 66 g. of triethylene glycol and 13.3 g. of anhydrous pyridine are slowly added to 100 g. of phosphorous tribromide while agitating and cooling the mixture. After standing overnight at room temperature, the mixture is poured on to ice and the organic phase is decanted, washed with water and dilute hydrochloric acid and dried over sodium sulphate. After distillation under vacuum (95°C and 0.5 mm. Hg) the title compound is obtained. Reactants: CCOC(=O)C(C)c1ccc(-n2cccn2)cc1, [Na+], [OH-]. Yields the product CC(C(=O)O)c1ccc(-n2cccn2)cc1. Reaction SMILES: [CH2:1]([CH3:2])[O:3][C:4]([CH:5]([CH3:6])[c:7]1[cH:8][cH:9][c:10](-[n:13]2[n:14][cH:15][cH:16][cH:17]2)[cH:11][cH:12]1)=[O:18].[Na+:20].[OH-:19]>>[O:3]=[C:4]([CH:5]([CH3:6])[c:7]1[cH:8][cH:9][c:10](-[n:13]2[n:14][cH:15][cH:16][cH:17]2)[cH:11][cH:12]1)[OH:18]. Reactants: CCOC(=N)c1ccccc1OC, O=C(Cl)c1ccccc1C(F)(F)F. Product: CCOC(=NC(=O)c1ccccc1C(F)(F)F)c1ccccc1OC. Reaction SMILES: [CH3:1][O:2][c:3]1[c:4]([C:5]([O:6][CH2:7][CH3:8])=[NH:9])[cH:10][cH:11][cH:12][cH:13]1.[F:14][C:15]([c:16]1[c:17]([C:18](=[O:19])[Cl:20])[cH:21][cH:22][cH:23][cH:24]1)([F:25])[F:26]>>[CH3:1][O:2][c:3]1[c:4]([C:5]([O:6][CH2:7][CH3:8])=[N:9][C:18]([c:17]2[c:16]([C:15]([F:14])([F:25])[F:26])[cH:24][cH:23][cH:22][cH:21]2)=[O:19])[cH:10][cH:11][cH:12][cH:13]1. Reactants: C1CCOC1, CC#CCOc1ccc(S(=O)(=O)NC(C)(C(=O)[O-])c2ccc(OCCN3CCCC3)cc2)cc1, CO, [Na+], [OH-]. Yields the product CC#CCOc1ccc(S(=O)(=O)NC(C(=O)O)c2ccc(OCCN3CCCC3)cc2)cc1. Reaction SMILES: [CH2:37]1[O:38][CH2:39][CH2:40][CH2:41]1.[CH3:1][C:2]([C:3](=[O:4])[O-:5])([c:6]1[cH:7][cH:8][c:9]([O:12][CH2:13][CH2:14][N:15]2[CH2:16][CH2:17][CH2:18][CH2:19]2)[cH:10][cH:11]1)[NH:20][S:21](=[O:22])(=[O:23])[c:24]1[cH:25][cH:26][c:27]([O:30][CH2:31][C:32]#[C:33][CH3:34])[cH:28][cH:29]1.[CH3:42][OH:43].[Na+:36].[OH-:35]>>[CH:2]([C:3](=[O:4])[OH:5])([c:6]1[cH:7][cH:8][c:9]([O:12][CH2:13][CH2:14][N:15]2[CH2:16][CH2:17][CH2:18][CH2:19]2)[cH:10][cH:11]1)[NH:20][S:21](=[O:22])(=[O:23])[c:24]1[cH:25][cH:26][c:27]([O:30][CH2:31][C:32]#[C:33][CH3:34])[cH:28][cH:29]1. Starting materials: CC1(OCCO1)C=1C=C(COS(=O)(=O)C)C=CC1 (methanesulfonic acid 3-(2-methyl-[1,3]dioxolan-2-yl)-benzyl ester), [N+](=O)([O-])C=1C=NNC1 (4-nitro-1H-pyrazole), C(=O)([O-])[O-].[K+].[K+] (K2CO3), N#N (N2), [Br-] (bromide). The solvent is CC(=O)C (acetone). Run at time 16 hour. The product is CC1(OCCO1)C=1C=C(CN2N=CC(=C2)[N+](=O)[O-])C=CC1 (1-[3-(2-Methyl-[1,3]dioxolan-2-yl)-benzyl]-4-nitro-1H-pyrazole). RXN SMILES: N#N.[CH3:3][C:4]1([C:9]2[CH:10]=[C:11]([CH:18]=[CH:19][CH:20]=2)[CH2:12]OS(C)(=O)=O)[O:8][CH2:7][CH2:6][O:5]1.[N+:21]([C:24]1[CH:25]=[N:26][NH:27][CH:28]=1)([O-:23])=[O:22].C([O-])([O-])=O.[K+].[K+].[Br-]>CC(C)=O>[CH3:3][C:4]1([C:9]2[CH:10]=[C:11]([CH:18]=[CH:19][CH:20]=2)[CH2:12][N:26]2[CH:25]=[C:24]([N+:21]([O-:23])=[O:22])[CH:28]=[N:27]2)[O:8][CH2:7][CH2:6][O:5]1 |f:3.4.5|. Reported procedure: In a flame dried round-bottomed flask equipped with a magnetic stir bar and under inert atmosphere (N2), a solution of methanesulfonic acid 3-(2-methyl-[1,3]dioxolan-2-yl)-benzyl ester (220 mg, 0.81 mmol) and 4-nitro-1H-pyrazole (103 mg, 0.81 mmol) in acetone (8.0 mL) was treated with K2CO3 (564 mg, 4.04 mmol) followed by TBA bromide (48 mg, 0.15 mmol). The reaction mixture was stirred at rt for 16 h. The solvent was removed under reduced pressure. Water (10 mL) and EA (10 mL) were added. The aq... Reactants: FC1=CC=C(C=C1)C1(CCCCC1)C(=O)O (1-(4-fluorophenyl)cyclohexanecarboxylic acid), NCCCN1CCC(CC1)C=1C=C(C=CC1C)NC(C(C)C)=O (N-{3-[1-(3-aminopropyl)-4-piperidinyl]-4-methylphenyl}-2-methylpropanamide). Yields the product FC1=CC=C(C=C1)C1(CCCCC1)C(=O)NCCCN1CCC(CC1)C1=C(C=CC(=C1)NC(C(C)C)=O)C (1-(4-FLUOROPHENYL)-N-(3-{4-[5-(ISOBUTYRYLAMINO)-2-METHYLPHENYL]-1-PIPERIDINYL}PROPYL)CYCLOHEXANECARBOXAMIDE). Reaction SMILES: [F:1][C:2]1[CH:7]=[CH:6][C:5]([C:8]2([C:14]([OH:16])=O)[CH2:13][CH2:12][CH2:11][CH2:10][CH2:9]2)=[CH:4][CH:3]=1.[NH2:17][CH2:18][CH2:19][CH2:20][N:21]1[CH2:26][CH2:25][CH:24]([C:27]2[CH:28]=[C:29]([NH:34][C:35](=[O:39])[CH:36]([CH3:38])[CH3:37])[CH:30]=[CH:31][C:32]=2[CH3:33])[CH2:23][CH2:22]1>>[F:1][C:2]1[CH:3]=[CH:4][C:5]([C:8]2([C:14]([NH:17][CH2:18][CH2:19][CH2:20][N:21]3[CH2:26][CH2:25][CH:24]([C:27]4[CH:28]=[C:29]([NH:34][C:35](=[O:39])[CH:36]([CH3:38])[CH3:37])[CH:30]=[CH:31][C:32]=4[CH3:33])[CH2:23][CH2:22]3)=[O:16])[CH2:9][CH2:10][CH2:11][CH2:12][CH2:13]2)=[CH:6][CH:7]=1. Procedure details: Example 92 was prepared from 1-(4-fluorophenyl)cyclohexanecarboxylic acid and N-{3-[1-(3-aminopropyl)-4-piperidinyl]-4-methylphenyl}-2-methylpropanamide according to the procedures described in Scheme 10: 1H NMR (400 MHz, CDCl3) δ 7.46–7.43 (m, 3H), 7.26–7.22 (m, 2H), 7.10 (d, 1H, J=8.4 Hz), 7.06–7.01 (m, 2H), 6.74 (brs, 1H), 3.31 (dd, 2H, J=6.0, 12.0 Hz), 2.96 (d, 2H, J=11.6 Hz), 2.68 (m, 1H), 2.52 (m, 1H), 2.36–2.32 (m, 4H), 2.29 (s, 3H), 2.03–1.90 (m, 4H), 1.74–1.61 (m, 12H), 1.27 (d, 6H, J=6... Starting materials: C1CCCCC1, ClCCl, Cc1cccc(C(=O)O)c1[N+](=O)[O-], Cc1cccc(C(=O)Cl)c1[N+](=O)[O-], [Cl-], ClP(Cl)(Cl)(Cl)Cl, Nc1nnn[nH]1, C1CCOC1, O, O. The product is Cc1cccc(C(=O)Nc2nnn[nH]2)c1[N+](=O)[O-]. Reaction SMILES: [CH2:41]1[CH2:42][CH2:43][CH2:44][CH2:45][CH2:46]1.[CH2:53]([Cl:54])[Cl:55].[CH3:1][c:2]1[c:3]([N+:11](=[O:12])[O-:13])[c:4]([C:5](=[O:6])[OH:7])[cH:8][cH:9][cH:10]1.[CH3:20][c:21]1[c:22]([N+:23]([O-:24])=[O:25])[c:26]([C:30]([Cl:31])=[O:32])[cH:27][cH:28][cH:29]1.[Cl-:33].[Cl:14][P:15]([Cl:16])([Cl:17])([Cl:18])[Cl:19].[NH2:35][c:36]1[n:37][n:38][n:39][nH:40]1.[O:47]1[CH2:48][CH2:49][CH2:50][CH2:51]1.[OH2:34].[OH2:52]>>[CH3:1][c:2]1[c:3]([N+:11](=[O:12])[O-:13])[c:4]([C:5](=[O:6])[NH:35][c:36]2[n:37][n:38][n:39][nH:40]2)[cH:8][cH:9][cH:10]1.